This data is from the Open Reaction Database (ORD), a public repository of structured organic reaction records. The task is: describe an organic reaction: reactants, conditions, products, and yield Reactants: CCO, [H][H], COc1cc(-c2nn(C3C=CC(O)C3)c3ncnc(N)c23)ccc1NC(=O)c1ccc(C(F)(F)F)cc1F. Product: COc1cc(-c2nn(C3CCC(O)C3)c3ncnc(N)c23)ccc1NC(=O)c1ccc(C(F)(F)F)cc1F. As a reaction SMILES: [CH3:41][CH2:42][OH:43].[H:39][H:40].[NH2:1][c:2]1[c:3]2[c:4]([n:5][cH:6][n:7]1)[n:8]([CH:33]1[CH:34]=[CH:35][CH:36]([OH:38])[CH2:37]1)[n:9][c:10]2-[c:11]1[cH:12][c:13]([O:31][CH3:32])[c:14]([NH:17][C:18]([c:19]2[c:20]([F:29])[cH:21][c:22]([C:25]([F:26])([F:27])[F:28])[cH:23][cH:24]2)=[O:30])[cH:15][cH:16]1>>[NH2:1][c:2]1[c:3]2[c:4]([n:5][cH:6][n:7]1)[n:8]([CH:33]1[CH2:34][CH2:35][CH:36]([OH:38])[CH2:37]1)[n:9][c:10]2-[c:11]1[cH:12][c:13]([O:31][CH3:32])[c:14]([NH:17][C:18]([c:19]2[c:20]([F:29])[cH:21][c:22]([C:25]([F:26])([F:27])[F:28])[cH:23][cH:24]2)=[O:30])[cH:15][cH:16]1. Reactants: Cl.ClC1=CN=C(C2=CC(=CC=C12)S(=O)(=O)NC=1C=C(C(=O)O)C=CC1OC)NC(=N)N (3-{[(4-Chloro-1-guanidino-7-isoquinolinyl)sulphonyl]amino}-4-methoxybenzoic acid hydrochloride), [H-].[Na+] (NaH), ClC1=NC=C(C2=CC=C(C=C12)S(=O)(=O)NC=1C=C(C(=O)OC)C=CC1OC)Cl (Methyl 3-{[(1,4-dichloro-7-isoquinolinyl)sulphonyl]amino}-4-methoxybenzoate). Run in CS(=O)C (DMSO). Run at temperature 60 celsius. The product is ClC1=CN=C(C2=CC(=CC=C12)S(=O)(=O)NC=1C=C(C(=O)OC)C=CC1OC)NC(=N)N (methyl 3-{[(4-chloro-1-guanidino-7-isoquinolinyl)sulphonyl]amino}-4-methoxybenzoate). Yield: 79.5%. As a reaction SMILES: Cl.[Cl:2][C:3]1[C:12]2[C:7](=[CH:8][C:9]([S:13]([NH:16][C:17]3[CH:18]=[C:19]([CH:23]=[CH:24][C:25]=3[O:26][CH3:27])[C:20]([OH:22])=[O:21])(=[O:15])=[O:14])=[CH:10][CH:11]=2)[C:6]([NH:28][C:29]([NH2:31])=[NH:30])=[N:5][CH:4]=1.[H-].[Na+].Cl[C:35]1C2C(=CC=C(S(NC3C=C(C=CC=3OC)C(OC)=O)(=O)=O)C=2)C(Cl)=CN=1>CS(C)=O>[Cl:2][C:3]1[C:12]2[C:7](=[CH:8][C:9]([S:13]([NH:16][C:17]3[CH:18]=[C:19]([CH:23]=[CH:24][C:25]=3[O:26][CH3:27])[C:20]([O:22][CH3:35])=[O:21])(=[O:14])=[O:15])=[CH:10][CH:11]=2)[C:6]([NH:28][C:29]([NH2:31])=[NH:30])=[N:5][CH:4]=1 |f:0.1,2.3|. Reported procedure: 3-{[(4-Chloro-1-guanidino-7-isoquinolinyl)sulphonyl]amino}-4-methoxybenzoic acid hydrochloride ##STR12## Guanidine hydrochloride (179.8 mg, 1.88 mmol) was added in one portion to a suspension of NaH (54.9 mg, 80% dispersion by wt in mineral oil, 1.83 mmol) in DMSO (10 mL) and the mixture was heated at 60° C. under N2 for 20 min. Methyl 3-{[(1,4-dichloro-7-isoquinolinyl)sulphonyl]amino}-4-methoxybenzoate (238.6 mg, 0.541 mmol) was added and the mixture heated at 90° C. for 24 h. The solvents were... Reactants: C1=CC=CC2=CC=3C(C4=CC5=CC=CC=C5C=C4C(C3C=C12)=O)=O (6,13-pentacenequinone), [BH4-].[Na+] (NaBH4). The solvent is CO (MeOH). Reaction conditions: temperature 0 celsius, time 1 hour. Product: O[C@@H]1C=2C=C3C=CC=CC3=CC2[C@H](C2=CC3=CC=CC=C3C=C12)O (trans-6,13-Dihydroxy-6,13-dihydropentacene). Yield: 90.9%. Reaction SMILES: [CH:1]1[C:22]2[C:5](=[CH:6][C:7]3[C:8](=[O:24])[C:9]4[C:18]([C:19](=[O:23])[C:20]=3[CH:21]=2)=[CH:17][C:16]2[C:11](=[CH:12][CH:13]=[CH:14][CH:15]=2)[CH:10]=4)[CH:4]=[CH:3][CH:2]=1.[BH4-].[Na+]>CO>[OH:23][C@H:19]1[C:18]2[C:9](=[CH:10][C:11]3[C:16]([CH:17]=2)=[CH:15][CH:14]=[CH:13][CH:12]=3)[C@H:8]([OH:24])[C:7]2[CH:6]=[C:5]3[C:22]([CH:1]=[CH:2][CH:3]=[CH:4]3)=[CH:21][C:20]1=2 |f:1.2|. Procedure details: To a suspension of 6,13-pentacenequinone (1.0 g, 3.24 mmol) in dry MeOH (40 mL) at 0° C. under an argon atmosphere was slowly added NaBH4 (1.22 g, 32.46 mmol). The reaction mixture was stirred at 0° C. for 0.5 h and at RT for 1 h, and then quenched with H2O at 0° C. The resulting mixture was filtered and washed with H2O. The resulting solid was taken up in CHCl3, then filtered and washed with CHCl3, and dried in vacuo to give product as an off-white solid (0.92 g, 91%): mp 235° C. 1H NMR (500 MH... Procedure: 114 mg (0.59 mmol) of N-(3-dimethylaminopropyl)-N′-ethylcarbodiimide hydrochloride (EDAC) and 81 mg (0.59 mmol) of 1-hydroxybenzotriazole (HOBT) are added to a solution, stirred at 20° C. under an inert atmosphere, of 0.2 g (0.59 mmol) of 6-trimethylsilyl-1-[(3-fluorophenyl)methyl]-1H-indole-2-carboxylic acid, prepared in stage 1.4, in 5 ml of DMF. The reaction mixture is stirred at ambient temperature for 15 minutes. 145 mg (0.88 mmol) of 3-amino-6-(3-hydroxyazetidin-1-yl)pyridine, prepared in ... RXN SMILES: Cl.CN(C)CCCN=C=NCC.ON1C2C=CC=CC=2N=N1.[CH3:23][Si:24]([CH3:46])([CH3:45])[C:25]1[CH:33]=[C:32]2[C:28]([CH:29]=[C:30]([C:42](O)=[O:43])[N:31]2[CH2:34][C:35]2[CH:40]=[CH:39][CH:38]=[C:37]([F:41])[CH:36]=2)=[CH:27][CH:26]=1.[NH2:47][C:48]1[CH:49]=[N:50][C:51]([N:54]2[CH2:57][CH:56]([OH:58])[CH2:55]2)=[CH:52][CH:53]=1.C([O-])(O)=O.[Na+]>CN(C=O)C.C(OCC)(=O)C>[OH:58][CH:56]1[CH2:57][N:54]([C:51]2[N:50]=[CH:49][C:48]([NH:47][C:42]([C:30]3[N:31]([CH2:34][C:35]4[CH:40]=[CH:39][CH:38]=[C:37]([F:41])[CH:36]=4)[C:32]4[C:28]([CH:29]=3)=[CH:27][CH:26]=[C:25]([Si:24]([CH3:23])([CH3:46])[CH3:45])[CH:33]=4)=[O:43])=[CH:53][CH:52]=2)[CH2:55]1 |f:0.1,5.6|. Product: OC1CN(C1)C1=CC=C(C=N1)NC(=O)C=1N(C2=CC(=CC=C2C1)[Si](C)(C)C)CC1=CC(=CC=C1)F (N-[6-(3-Hydroxyazetidin-1-yl)pyridin-3-yl]-6-trimethylsilyl-1-[(3-fluorophenyl)methyl]-1H-indole-2-carboxamide). Starting materials: saturated aqueous solution, C(=O)(O)[O-].[Na+] (NaHCO3), NC=1C=NC(=CC1)N1CC(C1)O (3-amino-6-(3-hydroxyazetidin-1-yl)pyridine), Cl.CN(CCCN=C=NCC)C (N-(3-dimethylaminopropyl)-N′-ethylcarbodiimide hydrochloride), ON1N=NC2=C1C=CC=C2 (1-hydroxybenzotriazole), C[Si](C1=CC=C2C=C(N(C2=C1)CC1=CC(=CC=C1)F)C(=O)O)(C)C (6-trimethylsilyl-1-[(3-fluorophenyl)methyl]-1H-indole-2-carboxylic acid). Reaction conditions: time 15 minute. Isolated yield 60.7%. The solvent is C(C)(=O)OCC (ethyl acetate), CN(C)C=O (DMF). Reactants: [Rh(COD)Cl]2, C1(C=2C(C(N1)=O)=CC=CC2)=O (phthalimide), 1, C1CCOC1 (THF). Reagents/catalysts: C[C@H]([C]1[CH][CH][CH][C]1P(C2=CC=CC=C2)C3=CC=CC=C3)N(C)C.C1=CC=C(C=C1)P(C2=CC=CC=C2)[C]3[CH][CH][CH][CH]3.[Fe] ((R)—(S)-BPPFA). Run in O (water). Reaction conditions: temperature 80 celsius. Yields the product O[C@H]1[C@@H](C=CC2=CC=CC=C12)N1C(C2=CC=CC=C2C1=O)=O ((1R,2R)-2-(1-hydroxy-1,2-dihydro-naphthalen-2-yl)-isoindole-1,3-dione). Yield: 52.0%. As a reaction SMILES: [C:1]1(=[O:11])[NH:5][C:4](=[O:6])[C:3]2=[CH:7][CH:8]=[CH:9][CH:10]=[C:2]12.[CH2:12]1[CH2:16][O:15][CH2:14][CH2:13]1>C[C@@H](N(C)C)[C]1[C](P(C2C=CC=CC=2)C2C=CC=CC=2)[CH][CH][CH]1.C1C=CC(P([C]2[CH][CH][CH][CH]2)C2C=CC=CC=2)=CC=1.[Fe].O>[OH:15][C@@H:16]1[C:12]2[C:2](=[CH:10][CH:9]=[CH:14][CH:13]=2)[CH:3]=[CH:7][C@H:8]1[N:5]1[C:1](=[O:11])[C:2]2[C:3](=[CH:7][CH:8]=[CH:9][CH:10]=2)[C:4]1=[O:6] |f:2.3.4,^1:21,22,36,37,38,44,45,46,47,48|. Procedure details: To a flame dried round bottom flask, [Rh(COD)Cl]2 (5.4 mg, 0.011 mmol), (R)—(S)-BPPFA (12.2 mg, 0.022 mmol), phthalimide (510 mg, 3.47 mmol) and 1 (100 mg, 0.69 mmol) were added. THF (4 mL) was then added, followed by heating to 80° C. for 3 days. The reaction mixture was then poured in to water and extracted three times with ethyl acetate. The organic layers were combined, washed with brine dried over Na2SO4, and concentrated in vacuo. The resulting solid was purified by flash chromatography (3... The reactants are CCCCNC(=O)n1ccc2c(C(O)c3c[nH]c4ncc(-c5cccnc5)cc34)cccc21, CC[SiH](CC)CC, CC#N, O, O=C(O)C(F)(F)F. Yields the product CCCCNC(=O)n1ccc2c(Cc3c[nH]c4ncc(-c5cccnc5)cc34)cccc21. As a reaction SMILES: [CH2:1]([CH2:2][CH2:3][CH3:4])[NH:5][C:6](=[O:7])[n:8]1[cH:9][cH:10][c:11]2[c:12]([CH:17]([c:18]3[cH:19][nH:20][c:21]4[n:22][cH:23][c:24](-[c:27]5[cH:28][n:29][cH:30][cH:31][cH:32]5)[cH:25][c:26]34)[OH:33])[cH:13][cH:14][cH:15][c:16]12.[CH2:41]([SiH:42]([CH2:43][CH3:44])[CH2:45][CH3:46])[CH3:47].[CH3:48][C:49]#[N:50].[OH2:51].[OH:34][C:35]([C:36]([F:37])([F:38])[F:39])=[O:40]>>[CH2:1]([CH2:2][CH2:3][CH3:4])[NH:5][C:6](=[O:7])[n:8]1[cH:9][cH:10][c:11]2[c:12]([CH2:17][c:18]3[cH:19][nH:20][c:21]4[n:22][cH:23][c:24](-[c:27]5[cH:28][n:29][cH:30][cH:31][cH:32]5)[cH:25][c:26]34)[cH:13][cH:14][cH:15][c:16]12. Starting materials: O=C1N(C(C2=CC=CC=C12)=O)C1=CC(=C(C#N)C=C1)S(F)(F)(F)(F)F (4-(1,3-Dioxo-1,3-dihydroisoindol-2-yl)-2-pentafluorosulfanylbenzonitrile), O.NN (hydrazine hydrate). Run in C(C)O (ethanol). Reaction conditions: time 8 hour. Yields the product NC1=CC(=C(C#N)C=C1)S(F)(F)(F)(F)F (4-Amino-2-pentafluorosulfanylbenzonitrile), C(#N)C1=C(C=C(C=C1)NC(C=1C(C(=O)[O-])=CC=CC1)=O)S(F)(F)(F)(F)F (N-(4-cyano-3-pentafluorosulfanylphenyl)phthalamate). Reaction SMILES: [O:1]=[C:2]1[C:10]2[C:5](=[CH:6][CH:7]=[CH:8][CH:9]=2)[C:4](=[O:11])[N:3]1[C:12]1[CH:19]=[CH:18][C:15]([C:16]#[N:17])=[C:14]([S:20]([F:25])([F:24])([F:23])([F:22])[F:21])[CH:13]=1.[OH2:26].NN>C(O)C>[NH2:3][C:12]1[CH:19]=[CH:18][C:15]([C:16]#[N:17])=[C:14]([S:20]([F:25])([F:21])([F:22])([F:23])[F:24])[CH:13]=1.[C:16]([C:15]1[CH:18]=[CH:19][C:12]([NH:3][C:2](=[O:1])[C:10]2[C:5](=[CH:6][CH:7]=[CH:8][CH:9]=2)[C:4]([O-:26])=[O:11])=[CH:13][C:14]=1[S:20]([F:21])([F:22])([F:25])([F:23])[F:24])#[N:17] |f:1.2|. Reported procedure: 610 mg (1.63 mmol) of 4-(1,3-dioxo-1,3-dihydroisoindol-2-yl)-2-pentafluorosulfanylbenzonitrile (prepared in example 6) were dissolved in 30 ml of ethanol and admixed with 100 mg (1.956 mmol) of hydrazine hydrate (100%). The mixture was stirred at room temperature overnight. Afterward, the reaction mixture was concentrated under reduced pressure and the residue was purified by chromatography (preparative HPLC; Purospher STAR RP-18e (10 μm); eluent: 5/95→95/5 [45 min.] acetonitrile/water (0.5% tri...